Task: describe an organic reaction: reactants, conditions, products, and yield. Dataset: the Open Reaction Database (ORD), a public repository of structured organic reaction records The product is CCOc1ccc(C2(O)CCC(C3CCC4(CC3)OCCO4)CC2)c(F)c1F. As a reaction SMILES: [CH2:1]([CH3:2])[O:3][c:4]1[c:5]([F:11])[c:6]([F:10])[cH:7][cH:8][cH:9]1.[CH2:36]1[O:37][CH2:38][CH2:39][CH2:40]1.[CH:12]([Li:13])([CH2:14][CH3:15])[CH3:16].[Cl-:34].[NH4+:35].[O:17]1[CH2:18][CH2:19][O:20][C:21]12[CH2:22][CH2:23][CH:24]([CH:27]1[CH2:28][CH2:29][C:30](=[O:33])[CH2:31][CH2:32]1)[CH2:25][CH2:26]2>>[CH2:1]([CH3:2])[O:3][c:4]1[c:5]([F:11])[c:6]([F:10])[c:7]([C:30]2([OH:33])[CH2:29][CH2:28][CH:27]([CH:24]3[CH2:23][CH2:22][C:21]4([O:17][CH2:18][CH2:19][O:20]4)[CH2:26][CH2:25]3)[CH2:32][CH2:31]2)[cH:8][cH:9]1. Starting materials: CCOc1cccc(F)c1F, C1CCOC1, [Li]C(C)CC, [Cl-], [NH4+], O=C1CCC(C2CCC3(CC2)OCCO3)CC1. The reactants are [Li+].[OH-].O.C1CCOC1.CO (LiOH H2O THF methanol), COC([C@H](CC1=CC=C(C=C1)Br)NC(=O)C=1C=C(C=CC1O)C1=CC(=C(C=C1)F)Cl)=O (3-(4-bromo-phenyl)-(2S)-2-[(3′-chloro-4′-fluoro -4-hydroxy-biphenyl-3-carbonyl)-amino]-propionic acid methyl ester), FC(C=1C=C(C=CC1)B(O)O)(F)F (3-trifluoromethyl-phenylboronic acid), methyl ester. Conditions: time 4 hour. Product: ClC=1C=C(C=CC1F)C1=CC(=C(C=C1)O)C(=O)N[C@H](C(=O)O)CC1=CC=C(C=C1)C1=CC(=CC=C1)C(F)(F)F ((2S)-[(3′-Chloro-4′-fluoro4-hydroxy-biphenyl-3-carbonyl)-amino]-3-(3′-trifluoromethyl-biphenyl4-yl)-propionic acid). Isolated yield 44.8%. As a reaction SMILES: C[O:2][C:3](=[O:31])[C@@H:4]([NH:13][C:14]([C:16]1[CH:17]=[C:18]([C:23]2[CH:28]=[CH:27][C:26]([F:29])=[C:25]([Cl:30])[CH:24]=2)[CH:19]=[CH:20][C:21]=1[OH:22])=[O:15])[CH2:5][C:6]1[CH:11]=[CH:10][C:9](Br)=[CH:8][CH:7]=1.[F:32][C:33]([F:44])([F:43])[C:34]1[CH:35]=[C:36](B(O)O)[CH:37]=[CH:38][CH:39]=1.[Li+].[OH-].O.C1COCC1.CO>>[Cl:30][C:25]1[CH:24]=[C:23]([C:18]2[CH:19]=[CH:20][C:21]([OH:22])=[C:16]([C:14]([NH:13][C@@H:4]([CH2:5][C:6]3[CH:7]=[CH:8][C:9]([C:38]4[CH:37]=[CH:36][CH:35]=[C:34]([C:33]([F:44])([F:43])[F:32])[CH:39]=4)=[CH:10][CH:11]=3)[C:3]([OH:2])=[O:31])=[O:15])[CH:17]=2)[CH:28]=[CH:27][C:26]=1[F:29] |f:2.3.4.5.6|. Reported procedure: The resin-bound 3-(4-bromo-phenyl)-(2S)-2-[(3′-chloro-4′-fluoro -4-hydroxy-biphenyl-3-carbonyl)-amino]-propionic acid methyl ester (100 mg, 0.3 mmol) was reacted with 3-trifluoromethyl-phenylboronic acid (285 mg, 1.5 mmol) by following Procedure K. The resulting resin-bound methyl ester was hydrolyzed with LiOH/H2O/THF/methanol, and washed with DMF, MeOH, DCM (three times of each). The title compound was then cleaved from the resin with TMSBr/TFA/DCM (1:1:5) at rt for 4 h. The residue obtained a... Starting materials: [Al+3], C1CCOC1, CCOC(=O)CC1(O)CCN(c2cc(OC)c(Cl)cc2Cl)CC1, [H-], [H-], [H-], [H-], [Li+]. The product is COc1cc(N2CCC(O)(CCO)CC2)c(Cl)cc1Cl. As a reaction SMILES: [Al+3:25].[CH2:30]1[O:31][CH2:32][CH2:33][CH2:34]1.[Cl:1][c:2]1[c:3]([N:11]2[CH2:12][CH2:13][C:14]([OH:17])([CH2:18][C:19](=[O:20])[O:21][CH2:22][CH3:23])[CH2:15][CH2:16]2)[cH:4][c:5]([O:9][CH3:10])[c:6]([Cl:8])[cH:7]1.[H-:24].[H-:27].[H-:28].[H-:29].[Li+:26]>>[Cl:1][c:2]1[c:3]([N:11]2[CH2:12][CH2:13][C:14]([OH:17])([CH2:18][CH2:19][OH:20])[CH2:15][CH2:16]2)[cH:4][c:5]([O:9][CH3:10])[c:6]([Cl:8])[cH:7]1. Starting materials: NC=1C(=CC(=C(C1)C=1C(N(C2=CC(=NC=C2C1)Cl)CC)=O)C)F (3-(5-amino-4-fluoro-2-methylphenyl)-7-chloro-1-ethyl-1,6-naphthyridin-2(1H)-one), COCCN (2-methoxyethylamine). The solvent is O1CCOCC1 (dioxane). Run at temperature 100 celsius. Yields the product NC=1C(=CC(=C(C1)C=1C(N(C2=CC(=NC=C2C1)NCCOC)CC)=O)C)F (3-(5-amino-4-fluoro-2-methylphenyl)-1-ethyl-7-(2-methoxyethylamino)-1,6-naphthyridin-2(1H)-one). Yield: 72.6%. As a reaction SMILES: [NH2:1][C:2]1[C:3]([F:23])=[CH:4][C:5]([CH3:22])=[C:6]([C:8]2[C:9](=[O:21])[N:10]([CH2:19][CH3:20])[C:11]3[C:16]([CH:17]=2)=[CH:15][N:14]=[C:13](Cl)[CH:12]=3)[CH:7]=1.[CH3:24][O:25][CH2:26][CH2:27][NH2:28]>O1CCOCC1>[NH2:1][C:2]1[C:3]([F:23])=[CH:4][C:5]([CH3:22])=[C:6]([C:8]2[C:9](=[O:21])[N:10]([CH2:19][CH3:20])[C:11]3[C:16]([CH:17]=2)=[CH:15][N:14]=[C:13]([NH:28][CH2:27][CH2:26][O:25][CH3:24])[CH:12]=3)[CH:7]=1. Procedure details: To a suspension of Example A6 (0.500 g, 1.507 mmol) in dioxane (10 mL) was added 2-methoxyethylamine (2 mL, 23.22 mmol) and the mixture was heated at 100° C. for 40 h. Solvent from the reaction mixture was evaporated and the residue was diluted with water (50 mL) and extracted with EtOAc (3×). The combined organic layers were washed with brine, dried, and the solvent evaporated to provide 3-(5-amino-4-fluoro-2-methylphenyl)-1-ethyl-7-(2-methoxyethylamino)-1,6-naphthyridin-2(1H)-one (405 mg, 73% ... Starting materials: CCOC(=O)C=Cc1coc2ccc(C=C3SC(=O)NC3=O)cc12, C1CCOC1, [Li+], [OH-], O, O. The product is O=C(O)C=Cc1coc2ccc(C=C3SC(=O)NC3=O)cc12. Reaction SMILES: [CH2:1]([CH3:2])[O:3][C:4]([CH:5]=[CH:6][c:7]1[cH:8][o:9][c:10]2[c:11]1[cH:12][c:13]([CH:16]=[C:17]1[C:18](=[O:23])[NH:19][C:20](=[O:22])[S:21]1)[cH:14][cH:15]2)=[O:24].[CH2:28]1[O:29][CH2:30][CH2:31][CH2:32]1.[Li+:26].[OH-:25].[OH2:27].[OH2:33]>>[O:3]=[C:4]([CH:5]=[CH:6][c:7]1[cH:8][o:9][c:10]2[c:11]1[cH:12][c:13]([CH:16]=[C:17]1[C:18](=[O:23])[NH:19][C:20](=[O:22])[S:21]1)[cH:14][cH:15]2)[OH:24]. Starting materials: FC(C1=CC2=C(C=C1)N1C(C=3C=CC=C4C3C(C1=O)=CC=C4)=N2)(F)F (11-(trifluoromethyl)-7H-benzimidazo[2,1-a]benz[de]isoquinoline-7-one), C1(=CC=C(C=C1)S(=O)(=O)OC)C (methyl p-toluenesulfonate). Solvent: CCOCC (ether). The product is CC1=CC=C(C=C1)S(=O)(=O)[O-].CN1C2=C(C=CC(=C2)C(F)(F)F)[N+]2=C1C=1C=CC=C3C1C(C2=O)=CC=C3 (13-methyl-7-oxo-11-(trifluoromethyl)-7H-benzimidazo[2,1-a]benz[de]isoquinolinium 4-methylbenzenesulfonate). Yield: 50.5%. Reaction SMILES: [F:1][C:2]([F:25])([F:24])[C:3]1[CH:8]=[CH:7][C:6]2[N:9]3[C:18](=[O:19])[C:17]4=[CH:20][CH:21]=[CH:22][C:15]5[C:16]4=[C:11]([CH:12]=[CH:13][CH:14]=5)[C:10]3=[N:23][C:5]=2[CH:4]=1.[C:26]1([CH3:37])[CH:31]=[CH:30][C:29]([S:32]([O:35]C)(=[O:34])=[O:33])=[CH:28][CH:27]=1>CCOCC>[CH3:37][C:26]1[CH:27]=[CH:28][C:29]([S:32]([O-:35])(=[O:34])=[O:33])=[CH:30][CH:31]=1.[CH3:26][N:23]1[C:10]2[C:11]3[CH:12]=[CH:13][CH:14]=[C:15]4[CH:22]=[CH:21][CH:20]=[C:17]([C:18](=[O:19])[N+:9]=2[C:6]2[CH:7]=[CH:8][C:3]([C:2]([F:1])([F:24])[F:25])=[CH:4][C:5]1=2)[C:16]=34 |f:3.4|. Procedure details: Six grams (0.018 m.) of 11-(trifluoromethyl)-7H-benzimidazo[2,1-a]benz[de]isoquinoline-7-one were heated to about 100° C. in 25 ml. of methyl p-toluenesulfonate for about 16 hours under a nitrogen atmosphere. After cooling, the solution was poured into ether. The solids were collected and recrystallized twice from methanol/ether to give 4.7 g. (50.5 percent yield) of the desired product, m.p. about 263°-265° C. The solvent is CCCCCC (n-hexane). RXN SMILES: [N+:1]([O-:4])([OH:3])=[O:2].C(OC(=O)C)(=O)C.[N+:12]([O-:15])([OH:14])=[O:13].O[CH2:17][C:18]1[CH:23]=[CH:22][CH:21]=[CH:20][N:19]=1.C1C=CC=CC=1>CCCCCC>[N+:1]([O-:4])([OH:3])=[O:2].[O:13]([CH2:17][C:18]1[CH:23]=[CH:22][CH:21]=[CH:20][N:19]=1)[N+:12]([O-:15])=[O:14] |f:2.3,6.7|. Reaction conditions: time 8 hour. Reported procedure: Fuming nitric acid (4.1 ml) was added dropwise to acetic anhydride (13.5 ml) with stirring at 5° to 10° C. After the mixture was stirred for 30 minutes at 5° C., 2-hydroxymethylpyridine nitrate (3.3 g) was added in some portions thereto. The resulting mixture was stirred for 3 hours at 0° to 5° C. A mixture of benzene (15 ml) and n-hexane (30 ml) was added thereto. The mixture formed two layers. The upper layer was separated and discarded while the remaining lower layer was again treated with a ... Reactants: [N+](=O)(O)[O-] (nitric acid), C(C)(=O)OC(C)=O (acetic anhydride), C1=CC=CC=C1 (benzene), [N+](=O)(O)[O-].OCC1=NC=CC=C1 (2-hydroxymethylpyridine nitrate). Yields the product [N+](=O)(O)[O-].O([N+](=O)[O-])CC1=NC=CC=C1 (2-nitroxymethylpyridine nitrate). Reactants: COC1=C(CN2[C@H]([C@H](C2=O)N2C(OC(=C2C2=CC=CC=C2)C2=CC=CC=C2)=O)C(=O)OC)C=CC(=C1)OC (Methyl cis-1-(2,4-dimethoxybenzyl)-3-(4,5-diphenyl-2-oxo-4-oxazolin-3-yl)-4-oxoazetidine-2-carboxylate), S(=O)(=O)([O-])OOS(=O)(=O)[O-].[K+].[K+] (potassium persulfate), P(=O)(O)([O-])[O-].[Na+].[Na+] (sodium monohydrogen phosphate). Product: C1(=CC=CC=C1)C=1N(C(OC1C1=CC=CC=C1)=O)[C@@H]1[C@@H](NC1=O)C(=O)OC (methyl cis-3-(4,5-diphenyl-2-oxo-4-oxazolin-3-yl)-4-oxoazetidine-2-carboxylate). RXN SMILES: COC1C=C(OC)C=CC=1C[N:6]1[C:9](=[O:10])[C@H:8]([N:11]2[C:15]([C:16]3[CH:21]=[CH:20][CH:19]=[CH:18][CH:17]=3)=[C:14]([C:22]3[CH:27]=[CH:26][CH:25]=[CH:24][CH:23]=3)[O:13][C:12]2=[O:28])[C@@H:7]1[C:29]([O:31][CH3:32])=[O:30].S(OOS([O-])(=O)=O)([O-])(=O)=O.[K+].[K+].P([O-])([O-])(O)=O.[Na+].[Na+]>>[C:16]1([C:15]2[N:11]([C@H:8]3[C:9](=[O:10])[NH:6][C@H:7]3[C:29]([O:31][CH3:32])=[O:30])[C:12](=[O:28])[O:13][C:14]=2[C:22]2[CH:23]=[CH:24][CH:25]=[CH:26][CH:27]=2)[CH:17]=[CH:18][CH:19]=[CH:20][CH:21]=1 |f:1.2.3,4.5.6|. Procedure details: Methyl cis-1-(2,4-dimethoxybenzyl)-3-(4,5-diphenyl-2-oxo-4-oxazolin-3-yl)-4-oxoazetidine-2-carboxylate is treated with potassium persulfate and sodium monohydrogen phosphate as described in Preparation 5 to give methyl cis-3-(4,5-diphenyl-2-oxo-4-oxazolin-3-yl)-4-oxoazetidine-2-carboxylate.